From a dataset of the Open Reaction Database (ORD), a public repository of structured organic reaction records. describe an organic reaction: reactants, conditions, products, and yield The reactants are C1(=CC=CC=C1)C(=C)O[Si](C)(C)C (1-phenyl-1-(trimethylsilyloxy)ethylene), diethyl ester, ClC1=C(C=CC=C1)SC(C(=O)O)C(=O)O ([(2-chlorophenyl)thio]propanedioic acid). Yields the product ClC1=C(C=CC=C1)SC=1C(OC(=CC1O)C1=CC=CC=C1)=O (3-[(2-Chlorophenyl)thio]-4-hydroxy-6-phenyl-2H-pyran-2-one). Reaction SMILES: [C:1]1([C:7]([O:9][Si](C)(C)C)=[CH2:8])[CH:6]=[CH:5][CH:4]=[CH:3][CH:2]=1.[Cl:14][C:15]1[CH:20]=[CH:19][CH:18]=[CH:17][C:16]=1[S:21][CH:22]([C:26](O)=[O:27])[C:23](O)=[O:24]>>[Cl:14][C:15]1[CH:20]=[CH:19][CH:18]=[CH:17][C:16]=1[S:21][C:22]1[C:23](=[O:24])[O:9][C:7]([C:1]2[CH:6]=[CH:5][CH:4]=[CH:3][CH:2]=2)=[CH:8][C:26]=1[OH:27]. Reported procedure: The title compound was prepared by Method A using 1-phenyl-1-(trimethylsilyloxy)ethylene (1.95 g, 10.14 mmol) and diethyl ester of [(2-chlorophenyl)thio]propanedioic acid (1.53 g, 5.07 mmol). m.p. 275-280° C.; 1H NMR (400 MHz, DMSO-d6) δ6.78 (s, 1H), 6.89 (dd, 1H), 7.08 (tt, 1H), 7.19 (tt, 1H), 7.42 (dd, 1H), 7.56 (m, 3H), 8.06 (m, 2H). Starting materials: Cl.BrC=1C=C(C=CC1F)C(C(OCC)=N)O (ethyl 2-(3-bromo-4-fluorophenyl)-2-hydroxyethanimidoate Hydrochloride), NCCCN (1,3-diaminopropane). Solvent: C(C)O (ethanol). Conditions: temperature 120 celsius, time 1 hour. The product is BrC=1C=C(C=CC1F)C(O)C1NC=CCN1 (1-(3-Bromo-4-fluorophenyl)-1-(2-tetrahydropyrimidinyl)methanol). Yield: 64.2%. Reaction SMILES: Cl.[Br:2][C:3]1[CH:4]=[C:5]([CH:10]([OH:16])[C:11](=[NH:15])OCC)[CH:6]=[CH:7][C:8]=1[F:9].[NH2:17][CH2:18][CH2:19][CH2:20]N>C(O)C>[Br:2][C:3]1[CH:4]=[C:5]([CH:10]([CH:11]2[NH:15][CH2:20][CH:19]=[CH:18][NH:17]2)[OH:16])[CH:6]=[CH:7][C:8]=1[F:9] |f:0.1|. Procedure: A mixture of ethyl 2-(3-bromo-4-fluorophenyl)-2-hydroxyethanimidoate Hydrochloride (39.8 g, 127 mmol) and 1,3-diaminopropane (9.43 g, 127 mmol) in ethanol is heated at 120° C. in a sealed tube overnight, cooled to room temperature, concentrated to remove the solvent, diluted with water, stirred vigorously for 1 h and filtered. The filtrate is cooled with an ice bath, made strongly basic with 1 N NaOH, cooled for 1 h in an ice bath and filtered. The filtercake is dried to afford th title compound...